From a dataset of the Open Reaction Database (ORD), a public repository of structured organic reaction records. describe an organic reaction: reactants, conditions, products, and yield The reactants are OC1=CC2=C(SC=C2C(=O)O)C=C1 (5-hydroxybenzo[b]thiophene-3-carboxylic acid), C(C)(=O)OC(C)=O (acetic anhydride), O (water). Solvent: N1=CC=CC=C1 (pyridine). Conditions: time 3 hour. Yields the product C(C)(=O)OC1=CC2=C(SC=C2C(=O)O)C=C1 (5-acetoxybenzo[b]thiophene-3-carboxylic acid). The yield is 97.3%. RXN SMILES: [OH:1][C:2]1[CH:13]=[CH:12][C:5]2[S:6][CH:7]=[C:8]([C:9]([OH:11])=[O:10])[C:4]=2[CH:3]=1.O.[C:15](OC(=O)C)(=[O:17])[CH3:16]>N1C=CC=CC=1>[C:15]([O:1][C:2]1[CH:13]=[CH:12][C:5]2[S:6][CH:7]=[C:8]([C:9]([OH:11])=[O:10])[C:4]=2[CH:3]=1)(=[O:17])[CH3:16]. Procedure details: A solution of 1,140 mg of the above obtained 5-hydroxybenzo[b]thiophene-3-carboxylic acid (1) in 2 ml of acetic anhydride and 4 ml of pyridine was allowed to stand for 3 hours. After addition of water, the mixture was stirred for 1.5 hours under ice-cooling and the precipitated crystals were filtered, washed with water and dried to give 1,349 mg of 5-acetoxybenzo[b]thiophene-3-carboxylic acid (4). Yield 97.3%. Reactants: C1CCOC1, COC(=O)c1cc(OC)c(OC)c(SC(=O)N(C)C)c1, Cl. Product: COC(=O)c1cc(S)c(OC)c(OC)c1. RXN SMILES: [CH2:22]1[O:23][CH2:24][CH2:25][CH2:26]1.[CH3:1][O:2][C:3]([c:4]1[cH:5][c:6]([S:14][C:15](=[O:16])[N:17]([CH3:18])[CH3:19])[c:7]([O:12][CH3:13])[c:8]([O:10][CH3:11])[cH:9]1)=[O:20].[ClH:21]>>[CH3:1][O:2][C:3]([c:4]1[cH:5][c:6]([SH:14])[c:7]([O:12][CH3:13])[c:8]([O:10][CH3:11])[cH:9]1)=[O:20]. Starting materials: ClC1=C(C=CC=C1)C1=N[C@H](C(N(C2=C1C=C(C=C2)[N+](=O)[O-])C)=O)C ((S)-5-(o-chlorophenyl)-1,3-dihydro-1,3-dimethyl-7-nitro-2H-1,4-benzodiazepin-2-one). Reagents/catalysts: [Ni] (Raney-nickel). Solvent: O1CCCC1 (tetrahydrofuran), CO (methanol). Product: NC=1C=CC2=C(C(=N[C@H](C(N2C)=O)C)C2=C(C=CC=C2)Cl)C1 ((S)-7-amino-5-(o-chlorophenyl)-1,3-dihydro-1,3-dimethyl-2H-1,4-benzodiazepin-2-one). RXN SMILES: [Cl:1][C:2]1[CH:7]=[CH:6][CH:5]=[CH:4][C:3]=1[C:8]1[C:14]2[CH:15]=[C:16]([N+:19]([O-])=O)[CH:17]=[CH:18][C:13]=2[N:12]([CH3:22])[C:11](=[O:23])[C@H:10]([CH3:24])[N:9]=1>O1CCCC1.CO.[Ni]>[NH2:19][C:16]1[CH:17]=[CH:18][C:13]2[N:12]([CH3:22])[C:11](=[O:23])[C@H:10]([CH3:24])[N:9]=[C:8]([C:3]3[CH:4]=[CH:5][CH:6]=[CH:7][C:2]=3[Cl:1])[C:14]=2[CH:15]=1. Procedure: A solution of 68.2 g (0.198 mol) of (S)-5-(o-chlorophenyl)-1,3-dihydro-1,3-dimethyl-7-nitro-2H-1,4-benzodiazepin-2-one in a mixture of 400 ml of tetrahydrofuran and 950 ml of methanol is treated with Raney-nickel which has previously been washed several times with methanol and tetrahydrofuran and the suspension is hydrogenated while stirring and cooling with water, whereupon it is filtered and the filtrate is evaporated. The residue is recrystallized from ether, there being obtained (S)-7-amino-... The reactants are CCN(C(C)C)C(C)C (Hunig's base), C(C)(=O)Cl (acetyl chloride), NC=1C=C(C=CC1)C=1N=C2SC=CN2C1C1=NC(=NC=C1)N[C@H]1CN(CCC1)S(=O)(=O)C1=CC=C(C=C1)Cl (4-[6-(3-aminophenyl)imidazo[2,1-b][1,3]thiazol-5-yl]-N-{(3R)-1-[(4-chlorophenyl)-sulfonyl]piperidin-3-yl}pyrimidin-2-amine). The solvent is C(Cl)Cl (DCM), C(Cl)Cl (DCM). Run at time 2 hour. The product is ClC1=CC=C(C=C1)S(=O)(=O)N1C[C@@H](CCC1)NC1=NC=CC(=N1)C1=C(N=C2SC=CN21)C=2C=C(C=CC2)NC(C)=O (N-(3-{5-[2-({(3R)-1-[(4-chlorophenyl)sulfonyl]piperidin-3-yl}amino)pyrimidin-4-yl]imidazo[2,1-b][1,3]thiazol-6-yl}phenyl)acetamide). Yield: 90.1%. RXN SMILES: [NH2:1][C:2]1[CH:3]=[C:4]([C:8]2[N:9]=[C:10]3[N:14]([C:15]=2[C:16]2[CH:21]=[CH:20][N:19]=[C:18]([NH:22][C@@H:23]4[CH2:28][CH2:27][CH2:26][N:25]([S:29]([C:32]5[CH:37]=[CH:36][C:35]([Cl:38])=[CH:34][CH:33]=5)(=[O:31])=[O:30])[CH2:24]4)[N:17]=2)[CH:13]=[CH:12][S:11]3)[CH:5]=[CH:6][CH:7]=1.CCN(C(C)C)C(C)C.[C:48](Cl)(=[O:50])[CH3:49]>C(Cl)Cl>[Cl:38][C:35]1[CH:34]=[CH:33][C:32]([S:29]([N:25]2[CH2:26][CH2:27][CH2:28][C@@H:23]([NH:22][C:18]3[N:17]=[C:16]([C:15]4[N:14]5[C:10]([S:11][CH:12]=[CH:13]5)=[N:9][C:8]=4[C:4]4[CH:3]=[C:2]([NH:1][C:48](=[O:50])[CH3:49])[CH:7]=[CH:6][CH:5]=4)[CH:21]=[CH:20][N:19]=3)[CH2:24]2)(=[O:31])=[O:30])=[CH:37][CH:36]=1. Procedure: The 4-[6-(3-aminophenyl)imidazo[2,1-b][1,3]thiazol-5-yl]-N-{(3R)-1-[(4-chlorophenyl)-sulfonyl]piperidin-3-yl}pyrimidin-2-amine (0.1 g, 0.177 mmol) was dissolved in DCM (5 ml) and treated sequentially with Hunig's base (46 uL, 0.265 mmol) and acetyl chloride (15 uL, 0.212 mmol). The mixture was kept at room temperature for two hours then was diluted with DCM (10 ml). The organic phase was washed with water (2×10 ml) and with an aqueous sodium chloride solution (10 ml). The organic phase was dried... Yields the product CSCCN(C)C(C)=Nc1ccc2c(c1)C(NC(=O)c1ccc(-c3ccccc3F)cc1F)C(O)C2. As a reaction SMILES: [CH3:2][N:3]([CH:4]([CH3:5])[S:6][CH3:7])[CH2:8][CH2:9][S:10][CH3:11].[IH:1].[NH2:12][c:13]1[cH:14][cH:15][c:16]2[c:20]([cH:21]1)[CH:19]([NH:22][C:23](=[O:24])[c:25]1[c:26]([F:38])[cH:27][c:28](-[c:31]3[c:32]([F:37])[cH:33][cH:34][cH:35][cH:36]3)[cH:29][cH:30]1)[CH:18]([OH:39])[CH2:17]2.[cH:40]1[cH:41][cH:42][n:43][cH:44][cH:45]1>>[CH3:2][N:3]([C:4]([CH3:5])=[N:12][c:13]1[cH:14][cH:15][c:16]2[c:20]([cH:21]1)[CH:19]([NH:22][C:23](=[O:24])[c:25]1[c:26]([F:38])[cH:27][c:28](-[c:31]3[c:32]([F:37])[cH:33][cH:34][cH:35][cH:36]3)[cH:29][cH:30]1)[CH:18]([OH:39])[CH2:17]2)[CH2:8][CH2:9][S:10][CH3:11]. The reactants are CSCCN(C)C(C)SC, I, Nc1ccc2c(c1)C(NC(=O)c1ccc(-c3ccccc3F)cc1F)C(O)C2, c1ccncc1.